From a dataset of the Open Reaction Database (ORD), a public repository of structured organic reaction records. describe an organic reaction: reactants, conditions, products, and yield Reactants: N#CCCBr, N#Cc1cccc(CBr)c1, O=C1Nc2ccccc2C12COc1cc3c(cc12)OCO3, O=C1Nc2ccccc2C12COc1cc3c(cc12)CCO3. Yields the product N#CCCN1C(=O)C2(COc3cc4c(cc32)OCO4)c2ccccc21. Reaction SMILES: [Br:1][CH2:2][CH2:3][C:4]#[N:5].[Br:6][CH2:7][c:8]1[cH:9][cH:10][cH:11][c:12]([C:13]#[N:14])[cH:15]1.[NH:16]1[C:17](=[O:36])[C:18]2([CH2:19][O:20][c:21]3[c:22]2[cH:23][c:24]2[c:25]([cH:29]3)[O:26][CH2:27][O:28]2)[c:30]2[cH:31][cH:32][cH:33][cH:34][c:35]21.[NH:37]1[c:38]2[c:39]([cH:40][cH:41][cH:42][cH:43]2)[C:44]2([CH2:45][O:46][c:47]3[cH:48][c:49]4[c:50]([cH:51][c:52]32)[CH2:53][CH2:54][O:55]4)[C:56]1=[O:57]>>[CH2:2]([CH2:3][C:4]#[N:5])[N:16]1[C:17](=[O:36])[C:18]2([CH2:19][O:20][c:21]3[c:22]2[cH:23][c:24]2[c:25]([cH:29]3)[O:26][CH2:27][O:28]2)[c:30]2[cH:31][cH:32][cH:33][cH:34][c:35]21. The reactants are ClC1=C(C(=O)O)C=CC=C1Cl (2,3-dichlorobenzoic acid), CC1=NC=C(C=N1)C(CN)C1=CC=NC=C1 (2-(2-methylpyrimidin-5-yl)-2-(pyridin-4-yl)ethanamine). Reaction SMILES: [Cl:1][C:2]1[C:10]([Cl:11])=[CH:9][CH:8]=[CH:7][C:3]=1[C:4]([OH:6])=O.[CH3:12][C:13]1[N:18]=[CH:17][C:16]([CH:19]([C:22]2[CH:27]=[CH:26][N:25]=[CH:24][CH:23]=2)[CH2:20][NH2:21])=[CH:15][N:14]=1>>[Cl:1][C:2]1[C:10]([Cl:11])=[CH:9][CH:8]=[CH:7][C:3]=1[C:4]([NH:21][CH2:20][CH:19]([C:16]1[CH:17]=[N:18][C:13]([CH3:12])=[N:14][CH:15]=1)[C:22]1[CH:23]=[CH:24][N:25]=[CH:26][CH:27]=1)=[O:6]. Product: ClC1=C(C(=O)NCC(C2=CC=NC=C2)C=2C=NC(=NC2)C)C=CC=C1Cl (2,3-dichloro-N-(2-(2-methylpyrimidin-5-yl)-2-(pyridin-4-yl)ethyl)benzamide). Procedure: From 2,3-dichlorobenzoic acid and 2-(2-methylpyrimidin-5-yl)-2-(pyridin-4-yl)ethanamine. LCMS (MH+): m/z=387.1, tR (minutes, Method F)=1.56 Starting materials: product, C(C)(C)(C)OC(N(C=1C=CC=2NC(NCC2N1)=O)CC1=C(C=C(C=C1)OC)OC)=O ((2,4-dimethoxy-benzyl)-(2-oxo-1,2,3,4-tetrahydro-pyrido[3,2-d]pyrimidin-6-yl)-carbamic acid tert-butyl ester), [F-].[Cs+] (CsF), ClC1=CC=C(C=C1)I (1-chloro-4-iodo-benzene), CNCCNC (N,N′-dimethyl-ethylene diamine). Reagents/catalysts: [Cu]I (CuI). Conditions: temperature 80 celsius. The product is C(C)(C)(C)OC(N(CC1=C(C=C(C=C1)OC)OC)C=1C=CC=2N(C(N(CC2N1)C1=CC=C(C=C1)Cl)=O)C1=CC=C(C=C1)Cl)=O ([1,3-bis-(4-chloro-phenyl)-2-oxo-1,2,3,4-tetrahydro-pyrido[3,2-d]pyrimidin-6-yl]-(2,4-dimethoxy-benzyl)-carbamic acid tert-butyl ester), C(C)(C)(C)OC(N(CC1=C(C=C(C=C1)OC)OC)C=1C=CC=2N(C(NCC2N1)=O)C1=CC=C(C=C1)Cl)=O ([1-(4-chloro-phenyl)-2-oxo-1,2,3,4-tetrahydro-pyrido[3,2-d]pyrimidin-6-yl]-(2,4-dimethoxy-benzyl)-carbamic acid tert-butyl ester). Reaction SMILES: [F-].[Cs+].[Cl:3][C:4]1[CH:9]=[CH:8][C:7](I)=[CH:6][CH:5]=1.[C:11]([O:15][C:16](=[O:40])[N:17]([CH2:29][C:30]1[CH:35]=[CH:34][C:33]([O:36][CH3:37])=[CH:32][C:31]=1[O:38][CH3:39])[C:18]1[CH:19]=[CH:20][C:21]2[NH:22][C:23](=[O:28])[NH:24][CH2:25][C:26]=2[N:27]=1)([CH3:14])([CH3:13])[CH3:12].CN[CH2:43][CH2:44]NC>[Cu]I>[C:11]([O:15][C:16](=[O:40])[N:17]([C:18]1[CH:19]=[CH:20][C:21]2[N:22]([C:44]3[CH:43]=[CH:9][C:4]([Cl:3])=[CH:5][CH:6]=3)[C:23](=[O:28])[N:24]([C:7]3[CH:8]=[CH:9][C:4]([Cl:3])=[CH:5][CH:6]=3)[CH2:25][C:26]=2[N:27]=1)[CH2:29][C:30]1[CH:35]=[CH:34][C:33]([O:36][CH3:37])=[CH:32][C:31]=1[O:38][CH3:39])([CH3:14])([CH3:13])[CH3:12].[C:11]([O:15][C:16](=[O:40])[N:17]([C:18]1[CH:19]=[CH:20][C:21]2[N:22]([C:7]3[CH:8]=[CH:9][C:4]([Cl:3])=[CH:5][CH:6]=3)[C:23](=[O:28])[NH:24][CH2:25][C:26]=2[N:27]=1)[CH2:29][C:30]1[CH:35]=[CH:34][C:33]([O:36][CH3:37])=[CH:32][C:31]=1[O:38][CH3:39])([CH3:14])([CH3:12])[CH3:13] |f:0.1|. Reported procedure: Into a reaction tube were placed CsF (1.0 g, 6.5 mmol, 2.5 equiv), CuI (50 mg, 0.26 mmol, 0.1 equiv), 1-chloro-4-iodo-benzene (740 mg, 3.12 mmol, 1.2 equiv), (2,4-dimethoxy-benzyl)-(2-oxo-1,2,3,4-tetrahydro-pyrido[3,2-d]pyrimidin-6-yl)-carbamic acid tert-butyl ester (Example 20, product from Step 4) (1.09 g, 2.6 mmol, 1.0 equiv) and N,N′-dimethyl-ethylene diamine (280 μL, 2.6 mmol, 1.0 equiv). The tube was sealed, evacuated and back-filled with nitrogen, then acetonitrile (5 mL) was added and th... Reactants: Cc1c(CBr)cccc1C(F)(F)F, C[Si](C)(C)[N-][Si](C)(C)C, O=c1nc(C2CC2)[nH]c2nc(N3CCOCC3)sc12, [Li+], C1CCOC1. The product is Cc1c(Cn2c(C3CC3)nc(=O)c3sc(N4CCOCC4)nc32)cccc1C(F)(F)F. RXN SMILES: [Br:30][CH2:31][c:32]1[c:33]([CH3:42])[c:34]([C:38]([F:39])([F:40])[F:41])[cH:35][cH:36][cH:37]1.[CH3:20][Si:21]([N-:22][Si:23]([CH3:24])([CH3:25])[CH3:26])([CH3:27])[CH3:28].[CH:1]1([c:4]2[n:5][c:6](=[O:19])[c:7]3[c:8]([nH:9]2)[n:10][c:11]([N:13]2[CH2:14][CH2:15][O:16][CH2:17][CH2:18]2)[s:12]3)[CH2:2][CH2:3]1.[Li+:29].[O:43]1[CH2:44][CH2:45][CH2:46][CH2:47]1>>[CH:1]1([c:4]2[n:5][c:6](=[O:19])[c:7]3[c:8]([n:9]2[CH2:31][c:32]2[c:33]([CH3:42])[c:34]([C:38]([F:39])([F:40])[F:41])[cH:35][cH:36][cH:37]2)[n:10][c:11]([N:13]2[CH2:14][CH2:15][O:16][CH2:17][CH2:18]2)[s:12]3)[CH2:2][CH2:3]1. The reactants are CC(C)[Si](Oc1ccc(Br)cc1)(C(C)C)C(C)C, CCC#N, C=C(CC(=O)OC)C(=O)OCc1ccccc1, CC(=O)[O-], CC(=O)[O-], [Pd+2]. Yields the product COC(=O)CC(=Cc1ccc(O[Si](C(C)C)(C(C)C)C(C)C)cc1)C(=O)OCc1ccccc1. Reaction SMILES: [Br:1][c:2]1[cH:3][cH:4][c:5]([O:8][Si:9]([CH:10]([CH3:11])[CH3:12])([CH:13]([CH3:14])[CH3:15])[CH:16]([CH3:17])[CH3:18])[cH:6][cH:7]1.[C:36](#[N:37])[CH2:38][CH3:39].[CH2:19]([c:20]1[cH:21][cH:22][cH:23][cH:24][cH:25]1)[O:26][C:27](=[O:28])[C:29]([CH2:30][C:31](=[O:32])[O:33][CH3:34])=[CH2:35].[O-:41][C:42]([CH3:43])=[O:44].[O-:45][C:46]([CH3:47])=[O:48].[Pd+2:40]>>[c:2]1([CH:35]=[C:29]([C:27]([O:26][CH2:19][c:20]2[cH:21][cH:22][cH:23][cH:24][cH:25]2)=[O:28])[CH2:30][C:31](=[O:32])[O:33][CH3:34])[cH:3][cH:4][c:5]([O:8][Si:9]([CH:10]([CH3:11])[CH3:12])([CH:13]([CH3:14])[CH3:15])[CH:16]([CH3:17])[CH3:18])[cH:6][cH:7]1. The reactants are ClC1=C(C=C(C=C1)C(C)(C)C1=CN=C(N1C1=CC=C(C=C1)F)S)OC (5-(2-(4-chloro-3-methoxyphenyl)propan-2-yl)-1-(4-fluorophenyl)-1H-imidazole-2-thiol), C(=O)([O-])[O-].[K+].[K+] (K2CO3), BrCC=1C(=CC(=C(C1)S(=O)(=O)N)F)Cl (5-(bromomethyl)-4-chloro-2-fluorobenzenesulfonamide). Run in CC(=O)C (acetone). Run at time 3 hour. Yields the product ClC1=CC(=C(C=C1CSC=1N(C(=CN1)C(C)(C)C1=CC(=C(C=C1)Cl)OC)C1=CC=C(C=C1)F)S(=O)(=O)N)F (4-Chloro-5-((5-(2-(4-chloro-3-methoxyphenyl)propan-2-yl)-1-(4-fluorophenyl)-1H-imidazol-2-ylthio)methyl)-2-fluorobenzenesulfonamide). Isolated yield 81.2%. RXN SMILES: [Cl:1][C:2]1[CH:7]=[CH:6][C:5]([C:8]([C:11]2[N:15]([C:16]3[CH:21]=[CH:20][C:19]([F:22])=[CH:18][CH:17]=3)[C:14]([SH:23])=[N:13][CH:12]=2)([CH3:10])[CH3:9])=[CH:4][C:3]=1[O:24][CH3:25].C([O-])([O-])=O.[K+].[K+].Br[CH2:33][C:34]1[C:35]([Cl:45])=[CH:36][C:37]([F:44])=[C:38]([S:40]([NH2:43])(=[O:42])=[O:41])[CH:39]=1>CC(C)=O>[Cl:45][C:35]1[C:34]([CH2:33][S:23][C:14]2[N:15]([C:16]3[CH:21]=[CH:20][C:19]([F:22])=[CH:18][CH:17]=3)[C:11]([C:8]([C:5]3[CH:6]=[CH:7][C:2]([Cl:1])=[C:3]([O:24][CH3:25])[CH:4]=3)([CH3:10])[CH3:9])=[CH:12][N:13]=2)=[CH:39][C:38]([S:40]([NH2:43])(=[O:41])=[O:42])=[C:37]([F:44])[CH:36]=1 |f:1.2.3|. Procedure: To a mixture of 5-(2-(4-chloro-3-methoxyphenyl)propan-2-yl)-1-(4-fluorophenyl)-1H-imidazole-2-thiol (0.94 g, 2.49 mmol) and K2CO3 in acetone (5 mL) was added 5-(bromomethyl)-4-chloro-2-fluorobenzenesulfonamide (0.83 g, 2.73 mmol). After stirring 3 h, the reaction mixture was filtered. The filtrate was concentrated and purified by chromatography (silica, EtOAc-Hex) to afford the title compound (1.21 g). 1H-NMR (DMSO-d6, 400 MHz) δ 7.81 (d, J=7.8 Hz, 1H), 7.77 (s, 2H), 7.70 (d, J=9.7 Hz, 1H), 7.22... The reactants are Cn1cnc(-c2cnc3c(n2)c(C(=O)NC(C(=O)N2CCC(C#N)CC2)C(C)(C)C)cn3COCC[Si](C)(C)C)c1, CC(C)(C)C(NC(=O)c1cn(COCC[Si](C)(C)C)c2ncc(C3CC3)nc12)C(=O)N1CCCC1. As a reaction SMILES: [C:1](#[N:2])[CH:3]1[CH2:4][CH2:5][N:6]([C:9](=[O:10])[CH:11]([C:12]([CH3:13])([CH3:14])[CH3:15])[NH:16][C:17](=[O:18])[c:19]2[cH:20][n:21]([CH2:34][O:35][CH2:36][CH2:37][Si:38]([CH3:39])([CH3:40])[CH3:41])[c:22]3[n:23][cH:24][c:25](-[c:28]4[n:29][cH:30][n:31]([CH3:33])[cH:32]4)[n:26][c:27]23)[CH2:7][CH2:8]1.[CH:42]1([c:43]2[n:44][c:45]3[c:46]([C:47]([NH:48][CH:49]([C:50]([CH3:51])([CH3:52])[CH3:53])[C:54](=[O:55])[N:56]4[CH2:57][CH2:58][CH2:59][CH2:60]4)=[O:61])[cH:62][n:63]([CH2:64][O:65][CH2:66][CH2:67][Si:68]([CH3:69])([CH3:70])[CH3:71])[c:72]3[n:73][cH:74]2)[CH2:75][CH2:76]1>>[C:1](#[N:2])[CH:3]1[CH2:4][CH2:5][N:6]([C:9](=[O:10])[CH:11]([C:12]([CH3:13])([CH3:14])[CH3:15])[NH:16][C:17](=[O:18])[c:19]2[cH:20][nH:21][c:22]3[n:23][cH:24][c:25](-[c:28]4[n:29][cH:30][n:31]([CH3:33])[cH:32]4)[n:26][c:27]23)[CH2:7][CH2:8]1. Product: Cn1cnc(-c2cnc3[nH]cc(C(=O)NC(C(=O)N4CCC(C#N)CC4)C(C)(C)C)c3n2)c1. The solvent is O (water). Reactants: NC1=C(C(=CC(=C1)F)[N+](=O)[O-])C (2-amino-4-fluoro-6-nitrotoluene), O.[As+3]=O (arsenic(V) oxide hydrate), S(O)(O)(=O)=O (sulfuric acid), OCC(O)CO (glycerin), [OH-].[NH4+] (ammonium hydroxide). Conditions: temperature 140 celsius. The product is NC1=CC(=C2C=CC=NC2=C1C)F (7-amino-5-fluoro-8-methylquinoline). RXN SMILES: [NH2:1][C:2]1[CH:7]=[C:6]([F:8])[CH:5]=[C:4]([N+:9]([O-])=O)[C:3]=1[CH3:12].O.[As+3]=O.S(=O)(=O)(O)O.[OH-].[NH4+].O[CH2:24][CH:25]([CH2:27]O)O>O>[NH2:1][C:2]1[C:3]([CH3:12])=[C:4]2[C:5]([CH:24]=[CH:25][CH:27]=[N:9]2)=[C:6]([F:8])[CH:7]=1 |f:1.2,4.5|. Procedure: A mixture of 2-amino-4-fluoro-6-nitrotoluene (4.4 g), glycerin (7.5 g), arsenic(V) oxide hydrate (Aldrich, 54% in arsenic, 5.0 g), and concentrated sulfuric acid (35 mL) is heated to 140° C. for 4 hours. The reaction is allowed to cool to room temperature and diluted with water (300 mL). The mixture is basified with concentrated ammonium hydroxide to pH=10 and extracted with ethyl acetate (6×300mL). The combined extracts are dried over sodium sulfate and rotary evaporated. The crude product is p... Product: CC(C)(C)S(=O)(=O)CC(Cc1ccccc1)C(=O)NC(Cc1c[nH]cn1)C(=O)NC(CC1CCCCC1)C(O)C(O)C1CC1. Reactants: CC(C)(C)OC(=O)n1cnc(CC(NC(=O)C(Cc2ccccc2)CS(=O)(=O)C(C)(C)C)C(=O)NC(CC2CCCCC2)C(O)C(O)C2CC2)c1, O=C([O-])[O-], CO, [Cl-], [K+], [K+], [NH4+]. As a reaction SMILES: [C:1]([CH3:2])([CH3:3])([CH3:4])[S:5](=[O:6])(=[O:7])[CH2:8][CH:9]([C:10](=[O:11])[NH:12][CH:13]([C:14](=[O:15])[NH:16][CH:17]([CH:18]([CH:19]([OH:20])[CH:21]1[CH2:22][CH2:23]1)[OH:24])[CH2:25][CH:26]1[CH2:27][CH2:28][CH2:29][CH2:30][CH2:31]1)[CH2:32][c:33]1[n:34][cH:35][n:36]([C:38]([O:39][C:40]([CH3:41])([CH3:42])[CH3:43])=[O:44])[cH:37]1)[CH2:45][c:46]1[cH:47][cH:48][cH:49][cH:50][cH:51]1.[C:52](=[O:53])([O-:54])[O-:55].[CH3:60][OH:61].[Cl-:58].[K+:56].[K+:57].[NH4+:59]>>[C:1]([CH3:2])([CH3:3])([CH3:4])[S:5](=[O:6])(=[O:7])[CH2:8][CH:9]([C:10](=[O:11])[NH:12][CH:13]([C:14](=[O:15])[NH:16][CH:17]([CH:18]([CH:19]([OH:20])[CH:21]1[CH2:22][CH2:23]1)[OH:24])[CH2:25][CH:26]1[CH2:27][CH2:28][CH2:29][CH2:30][CH2:31]1)[CH2:32][c:33]1[n:34][cH:35][nH:36][cH:37]1)[CH2:45][c:46]1[cH:47][cH:48][cH:49][cH:50][cH:51]1.